This data is from the Open Reaction Database (ORD), a public repository of structured organic reaction records. The task is: describe an organic reaction: reactants, conditions, products, and yield Reactants: CC(=O)OC(C)=O, CCO, Cc1cc(N)c(O)c2c1C1CCCCC1C2=O. The product is CC(=O)Nc1cc(C)c2c(c1O)C(=O)C1CCCCC21. As a reaction SMILES: [CH3:18][C:19](=[O:20])[O:21][C:22](=[O:23])[CH3:24].[CH3:25][CH2:26][OH:27].[NH2:1][c:2]1[cH:3][c:4]([CH3:17])[c:5]2[c:13]([c:14]1[OH:15])[C:12](=[O:16])[CH:11]1[CH:6]2[CH2:7][CH2:8][CH2:9][CH2:10]1>>[NH:1]([c:2]1[cH:3][c:4]([CH3:17])[c:5]2[c:13]([c:14]1[OH:15])[C:12](=[O:16])[CH:11]1[CH:6]2[CH2:7][CH2:8][CH2:9][CH2:10]1)[C:19]([CH3:18])=[O:20].